From a dataset of the Open Reaction Database (ORD), a public repository of structured organic reaction records. describe an organic reaction: reactants, conditions, products, and yield Reactants: Brc1cnc(Nc2ccc3c(c2)OCCO3)nc1Nc1ccc2c(c1)OCCO2, COCCOC, CCOC(C)=O, OB(O)c1ccccc1, [Pd], c1ccc(P(c2ccccc2)c2ccccc2)cc1, c1ccc(P(c2ccccc2)c2ccccc2)cc1, c1ccc(P(c2ccccc2)c2ccccc2)cc1, c1ccc(P(c2ccccc2)c2ccccc2)cc1. The product is c1ccc(-c2cnc(Nc3ccc4c(c3)OCCO4)nc2Nc2ccc3c(c2)OCCO3)cc1. As a reaction SMILES: [CH2:1]1[O:2][c:3]2[cH:4][c:5]([NH:11][c:12]3[n:13][cH:14][c:15]([Br:29])[c:16]([NH:18][c:19]4[cH:20][c:21]5[c:22]([cH:23][cH:24]4)[O:25][CH2:26][CH2:27][O:28]5)[n:17]3)[cH:6][cH:7][c:8]2[O:9][CH2:10]1.[CH3:39][O:40][CH2:41][CH2:42][O:43][CH3:44].[CH3:45][CH2:46][O:47][C:48]([CH3:49])=[O:50].[OH:30][B:31]([OH:32])[c:33]1[cH:34][cH:35][cH:36][cH:37][cH:38]1.[Pd:51].[c:109]1([P:110]([c:111]2[cH:112][cH:113][cH:114][cH:115][cH:116]2)[c:117]2[cH:118][cH:119][cH:120][cH:121][cH:122]2)[cH:123][cH:124][cH:125][cH:126][cH:127]1.[c:52]1([P:53]([c:54]2[cH:55][cH:56][cH:57][cH:58][cH:59]2)[c:60]2[cH:61][cH:62][cH:63][cH:64][cH:65]2)[cH:66][cH:67][cH:68][cH:69][cH:70]1.[c:71]1([P:72]([c:73]2[cH:74][cH:75][cH:76][cH:77][cH:78]2)[c:79]2[cH:80][cH:81][cH:82][cH:83][cH:84]2)[cH:85][cH:86][cH:87][cH:88][cH:89]1.[c:90]1([P:91]([c:92]2[cH:93][cH:94][cH:95][cH:96][cH:97]2)[c:98]2[cH:99][cH:100][cH:101][cH:102][cH:103]2)[cH:104][cH:105][cH:106][cH:107][cH:108]1>>[CH2:1]1[O:2][c:3]2[cH:4][c:5]([NH:11][c:12]3[n:13][cH:14][c:15](-[c:33]4[cH:34][cH:35][cH:36][cH:37][cH:38]4)[c:16]([NH:18][c:19]4[cH:20][c:21]5[c:22]([cH:23][cH:24]4)[O:25][CH2:26][CH2:27][O:28]5)[n:17]3)[cH:6][cH:7][c:8]2[O:9][CH2:10]1.